From a dataset of the Open Reaction Database (ORD), a public repository of structured organic reaction records. describe an organic reaction: reactants, conditions, products, and yield Reactants: BrC=1C=C(C=CC1OCCCO[Si](C)(C)C(C)(C)C)C1=CC=C(C=C1)C(=O)OCC (ethyl 3′-bromo-4′-[3-(tert-butyldimethylsilanyloxy)propoxy]biphenyl-4-carboxylate), C(C)N(C1=CC=C(C=C1)B(O)O)CC (4-diethylaminophenylboronic acid). Reagents/catalysts: C=1C=CC(=CC1)[P](C=2C=CC=CC2)(C=3C=CC=CC3)[Pd]([P](C=4C=CC=CC4)(C=5C=CC=CC5)C=6C=CC=CC6)([P](C=7C=CC=CC7)(C=8C=CC=CC8)C=9C=CC=CC9)[P](C=1C=CC=CC1)(C=1C=CC=CC1)C=1C=CC=CC1 (tetrakis(triphenylphosphine)palladium). Product: [Si](C)(C)(C(C)(C)C)OCCCOC1=C(C=C(C=C1)C1=CC=C(C=C1)C(=O)OCC)C1=CC=C(C=C1)N(CC)CC (ethyl 4′-[3-(tert-butyldimethylsilanyloxy)propoxy]-4″-diethylamino[1,1′;3′,1″]terphenyl-4-carboxylate). The yield is 102.3%. Reaction SMILES: Br[C:2]1[CH:3]=[C:4]([C:20]2[CH:25]=[CH:24][C:23]([C:26]([O:28][CH2:29][CH3:30])=[O:27])=[CH:22][CH:21]=2)[CH:5]=[CH:6][C:7]=1[O:8][CH2:9][CH2:10][CH2:11][O:12][Si:13]([C:16]([CH3:19])([CH3:18])[CH3:17])([CH3:15])[CH3:14].[CH2:31]([N:33]([CH2:43][CH3:44])[C:34]1[CH:39]=[CH:38][C:37](B(O)O)=[CH:36][CH:35]=1)[CH3:32]>C1C=CC([P]([Pd]([P](C2C=CC=CC=2)(C2C=CC=CC=2)C2C=CC=CC=2)([P](C2C=CC=CC=2)(C2C=CC=CC=2)C2C=CC=CC=2)[P](C2C=CC=CC=2)(C2C=CC=CC=2)C2C=CC=CC=2)(C2C=CC=CC=2)C2C=CC=CC=2)=CC=1>[Si:13]([O:12][CH2:11][CH2:10][CH2:9][O:8][C:7]1[CH:6]=[CH:5][C:4]([C:20]2[CH:25]=[CH:24][C:23]([C:26]([O:28][CH2:29][CH3:30])=[O:27])=[CH:22][CH:21]=2)=[CH:3][C:2]=1[C:37]1[CH:38]=[CH:39][C:34]([N:33]([CH2:43][CH3:44])[CH2:31][CH3:32])=[CH:35][CH:36]=1)([C:16]([CH3:19])([CH3:18])[CH3:17])([CH3:15])[CH3:14] |^1:48,50,69,88|. Procedure: In a manner similar to that of Example 1d, by reacting 1 g of ethyl 3′-bromo-4′-[3-(tert-butyldimethylsilanyloxy)propoxy]biphenyl-4-carboxylate (2 mmol) with 580 mg of 4-diethylaminophenylboronic acid (3 mmol) in the presence of tetrakis(triphenylphosphine)palladium. 1.15 g of ethyl 4′-[3-(tert-butyldimethylsilanyloxy)propoxy]-4″-diethylamino[1,1′;3′,1″]terphenyl-4-carboxylate (yield=100%) are obtained in the form of a colorless oil.